The task is: describe an organic reaction: reactants, conditions, products, and yield. This data is from the Open Reaction Database (ORD), a public repository of structured organic reaction records. Reactants: NC1=C(C=CC(=C1)OC1=CC=C(C=C1)Cl)[N+](=O)[O-] (2-amino-4-(p-chlorophenoxy)-1-nitrobenzene), Cl (hydrochloric acid), Cl (hydrochloric acid), stannous chloride. Product: NC1=C(C=C(C=C1)OC1=CC=C(C=C1)Cl)N (1,2-diamino-4-(p-chlorophenoxy)-benzene). Reaction SMILES: [NH2:1][C:2]1[CH:7]=[C:6]([O:8][C:9]2[CH:14]=[CH:13][C:12]([Cl:15])=[CH:11][CH:10]=2)[CH:5]=[CH:4][C:3]=1[N+:16]([O-])=O.Cl>>[NH2:16][C:3]1[CH:4]=[CH:5][C:6]([O:8][C:9]2[CH:14]=[CH:13][C:12]([Cl:15])=[CH:11][CH:10]=2)=[CH:7][C:2]=1[NH2:1]. Procedure: 1.2 G. of 2-amino-4-(p-chlorophenoxy)-1-nitrobenzene in 3 ml. concentrated hydrochloric acid is treated with a solution of 6 g. stannous chloride in 6 ml. concentrated hydrochloric acid on the steam bath for 5 minutes. The mixture is cooled, decanted and the residue washed with 6 ml. 6N hydrochloric acid. The residue is treated with potassium bicarbonate and chloroform, filtered, and the chloroform layer repeated and dried over magnesium sulfate. Evaporation leaves 1,2-diamino-4-(p-chlorophenoxy... Starting materials: [Cl-].C(C)ON=C(C(=O)NC1[C@@H]2N(C(=C(CS2)C[N+]2=CC(=CC=C2)N(C)C)C(=O)OC(C2=CC=CC=C2)C2=CC=CC=C2)C1=O)C1=NSC(=N1)N (diphenylmethyl 7-[2-ethoxyimino-2-(5-amino-1,2,4-thiadiazol-3-yl)acetamido]-3-(3-dimethylamino-1-pyridiniomethyl)-3-cephem-4-carboxylate chloride), C1(=CC=CC=C1)OC (anisole), C(C)(C)OC(C)C (diisopropyl ether). The solvent is FC(C(=O)O)(F)F (trifluoroacetic acid). Conditions: time 15 minute. The product is C(C)ON=C(C(=O)NC1[C@@H]2N(C(=C(CS2)C[N+]2=CC(=CC=C2)N(C)C)C(=O)[O-])C1=O)C1=NSC(=N1)N (7-[2-ethoxyimino-2-(5-amino-1,2,4-thiadiazol-3-yl)acetamido]-3-(3-dimethylamino-1-pyridiniomethyl)-3-cephem-4-carboxylate). Isolated yield 39.4%. Reaction SMILES: [Cl-].[CH2:2]([O:4][N:5]=[C:6]([C:45]1[N:49]=[C:48]([NH2:50])[S:47][N:46]=1)[C:7]([NH:9][CH:10]1[C:43](=[O:44])[N:12]2[C:13]([C:27]([O:29]C(C3C=CC=CC=3)C3C=CC=CC=3)=[O:28])=[C:14]([CH2:17][N+:18]3[CH:23]=[CH:22][CH:21]=[C:20]([N:24]([CH3:26])[CH3:25])[CH:19]=3)[CH2:15][S:16][C@H:11]12)=[O:8])[CH3:3].C1(OC)C=CC=CC=1.C(OC(C)C)(C)C>FC(F)(F)C(O)=O>[CH2:2]([O:4][N:5]=[C:6]([C:45]1[N:49]=[C:48]([NH2:50])[S:47][N:46]=1)[C:7]([NH:9][CH:10]1[C:43](=[O:44])[N:12]2[C:13]([C:27]([O-:29])=[O:28])=[C:14]([CH2:17][N+:18]3[CH:23]=[CH:22][CH:21]=[C:20]([N:24]([CH3:26])[CH3:25])[CH:19]=3)[CH2:15][S:16][C@H:11]12)=[O:8])[CH3:3] |f:0.1|. Reported procedure: A mixture of diphenylmethyl 7-[2-ethoxyimino-2-(5-amino-1,2,4-thiadiazol-3-yl)acetamido]-3-(3-dimethylamino-1-pyridiniomethyl)-3-cephem-4-carboxylate chloride (syn isomer) (0.42 g) and anisole (1 ml) in trifluoroacetic acid (3.5 ml) was stirred for 15 minutes under cooling in an ice bath. The mixture was poured into diisopropyl ether (10 ml) and a resulting precipitate was filtered. The powder was dissolved in water and subjected to column chromatography on a non ionic adsorption resin "Diaion H... The reactants are N12CC(=CC(CC1)C2)C(=O)OCC ((±) ethyl 1-azabicyclo[3.2.1]-oct-3-en-3-ylcarboxylate), [OH-].[K+] (potassium hydroxide), Cl.O(C)N (methoxylamine hydrochloride), N1=CC=CC=C1 (pyridine), Cl (hydrochloric acid), C([O-])([O-])=O.[K+].[K+] (potassium carbonate). Run in C(C)#N (acetonitrile), C(Cl)(Cl)Cl (chloroform), C(C)O (ethanol), C(C)#N (acetonitrile). Reaction conditions: temperature -30 celsius, time 8 hour. The product is N12CC(=CC(CC1)C2)C(=O)NOC ((±) 1-Azabicyclo[3.2.1]oct-3-en-3-yl-N-methoxycarboxamide). Isolated yield 32.2%. RXN SMILES: [N:1]12[CH2:8][CH:5]([CH2:6][CH2:7]1)[CH:4]=[C:3]([C:9]([O:11]CC)=O)[CH2:2]2.[OH-].[K+].Cl.Cl.[O:18]([NH2:20])[CH3:19].N1C=CC=CC=1.C(=O)([O-])[O-].[K+].[K+]>C(O)C.C(#N)C.C(Cl)(Cl)Cl>[N:1]12[CH2:8][CH:5]([CH2:6][CH2:7]1)[CH:4]=[C:3]([C:9]([NH:20][O:18][CH3:19])=[O:11])[CH2:2]2 |f:1.2,4.5,7.8.9|. Procedure details: A solution of (±) ethyl 1-azabicyclo[3.2.1]-oct-3-en-3-ylcarboxylate (D6) (0.52 g, 2.9 mmole) in ethanol (6 ml) was treated with 85% potassium hydroxide (0.38 g, 5.7 mmole) then heated under reflux for 9h. The reaction mixture was concentrated in vacuo, treated with 5N hydrochloric acid (1.72 ml, 8.6 mole) then concentrated in vacuo and co-distilled with toluene to remove the last traces of water. The residue was treated with thionyl chloride (10 ml), heated at reflux under nitrogen for 25 minut... Starting materials: C[O-].[Na+] (sodium methoxide), C[C@H]1[C@@H]([C@H](C=CO1)OC(=O)C)OC(=O)C (3,4-di-O-acetyl-L-rhamnal), C(C)(=O)O (acetic acid). Run in CO (methanol), CO (methanol). Conditions: time 8 hour. The product is C[C@H]1[C@@H]([C@H](C=CO1)O)O (L-rhamnal). As a reaction SMILES: [CH3:1][C@@H:2]1[O:7][CH:6]=[CH:5][C@H:4]([O:8]C(C)=O)[C@H:3]1[O:12]C(C)=O.C[O-].[Na+].C(O)(=O)C>CO>[CH3:1][C@@H:2]1[O:7][CH:6]=[CH:5][C@H:4]([OH:8])[C@H:3]1[OH:12] |f:1.2|. Procedure details: 10 grams of 3,4-di-O-acetyl-L-rhamnal is dissolved in 100 milliliters of methanol, and the pH is adjusted to 8 to 9 by the dropwise addition of a freshly prepared solution of sodium methoxide in methanol. The flask is sealed and allowed to stand at 0°-5° C. overnight after which time deacetylation is complete. The solution is neutralized by the careful dropwise addition of glacial acetic acid, and then the solvent is removed under reduced pressure. The resulting clear syrup is co-evaporated seve... Reactants: C(C1=CC=CC=C1)=NO (benzaldehyde oxime), N1=CC=CC=C1 (pyridine), [Na+].[Cl-] (NaCl), ClN1C(CCC1=O)=O (N-chlorosuccinimide). Solvent: C(Cl)(Cl)Cl (chloroform). Reaction conditions: time 1.5 hour. The product is ClC(C1=CC=CC=C1)=NO (α-chlorobenzaldehyde oxime). Isolated yield 89.0%. RXN SMILES: [CH:1](=[N:8][OH:9])[C:2]1[CH:7]=[CH:6][CH:5]=[CH:4][CH:3]=1.N1C=CC=CC=1.[Cl:16]N1C(=O)CCC1=O.[Na+].[Cl-]>C(Cl)(Cl)Cl>[Cl:16][C:1](=[N:8][OH:9])[C:2]1[CH:7]=[CH:6][CH:5]=[CH:4][CH:3]=1 |f:3.4|. Procedure: To benzaldehyde oxime (12.2 g, 0.1 mol) in chloroform was added catalytic amount of pyridine, followed by N-chlorosuccinimide (13.35 g, 0.1 mol) at room temperature. The reaction mixture was stirred for 1.5 h, then saturated aqueous NaCl was added. The organic phase was washed with saturated aqueous NaCl (twice) and dried with MgSO4. The solvent was removed under reduced pressure. 13.85 g α-chlorobenzaldehyde oxime was obtained. The yield was 87%.